Dataset: the Open Reaction Database (ORD), a public repository of structured organic reaction records. Task: describe an organic reaction: reactants, conditions, products, and yield Starting materials: CC(C)Oc1ccc(-c2nc(-c3cccc4c(CCC(=O)OC(C)(C)C)nccc34)no2)cc1C#N, C1COCCO1, Cl. Product: CC(C)Oc1ccc(-c2nc(-c3cccc4c(CCC(=O)O)nccc34)no2)cc1C#N, Cl. RXN SMILES: [C:1](#[N:2])[c:3]1[cH:4][c:5](-[c:13]2[n:14][c:15](-[c:18]3[c:19]4[cH:20][cH:21][n:22][c:23]([CH2:28][CH2:29][C:30](=[O:31])[O:32][C:33]([CH3:34])([CH3:35])[CH3:36])[c:24]4[cH:25][cH:26][cH:27]3)[n:16][o:17]2)[cH:6][cH:7][c:8]1[O:9][CH:10]([CH3:11])[CH3:12].[CH2:38]1[O:39][CH2:40][CH2:41][O:42][CH2:43]1.[ClH:37]>>[C:1](#[N:2])[c:3]1[cH:4][c:5](-[c:13]2[n:14][c:15](-[c:18]3[c:19]4[cH:20][cH:21][n:22][c:23]([CH2:28][CH2:29][C:30](=[O:31])[OH:32])[c:24]4[cH:25][cH:26][cH:27]3)[n:16][o:17]2)[cH:6][cH:7][c:8]1[O:9][CH:10]([CH3:11])[CH3:12].[ClH:37]. Reactants: [BH4-], Cc1sc(-c2ccccc2)nc1COc1ccc(C=O)cc1, CO, Cl, [Na+], C1CCOC1, O. Yields the product Cc1sc(-c2ccccc2)nc1COc1ccc(CO)cc1. As a reaction SMILES: [BH4-:28].[CH3:1][c:2]1[c:3]([CH2:13][O:14][c:15]2[cH:16][cH:17][c:18]([CH:19]=[O:20])[cH:21][cH:22]2)[n:4][c:5](-[c:7]2[cH:8][cH:9][cH:10][cH:11][cH:12]2)[s:6]1.[CH3:32][OH:33].[ClH:30].[Na+:29].[O:23]1[CH2:24][CH2:25][CH2:26][CH2:27]1.[OH2:31]>>[CH3:1][c:2]1[c:3]([CH2:13][O:14][c:15]2[cH:16][cH:17][c:18]([CH2:19][OH:20])[cH:21][cH:22]2)[n:4][c:5](-[c:7]2[cH:8][cH:9][cH:10][cH:11][cH:12]2)[s:6]1. Reactants: FC1=CC=C(C=C1)C1=C(C=C(S1)CC(=O)OC)C1=CC=C(C=C1)S(=O)(=O)C (methyl 5-(4-fluorophenyl)-4-[4-(methylsulfonyl)phenyl]thiophene-2-acetate), [H-].[Al+3].[Li+].[H-].[H-].[H-] (lithium aluminum hydride), C(C)(=O)OCC (Ethyl acetate), S(O)(O)(=O)=O (sulfuric acid). Solvent: C(C)OCC (diethyl ether). Conditions: temperature 0 celsius, time 1 hour. The product is FC1=CC=C(C=C1)C=1SC(=CC1C1=CC=C(C=C1)S(=O)(=O)C)CCO (2-(4-fluorophenyl)-5-(2-hydroxyethyl)-3-[4-(methylsulfonyl)phenyl]thiophene). RXN SMILES: [F:1][C:2]1[CH:7]=[CH:6][C:5]([C:8]2[S:12][C:11]([CH2:13][C:14](OC)=[O:15])=[CH:10][C:9]=2[C:18]2[CH:23]=[CH:22][C:21]([S:24]([CH3:27])(=[O:26])=[O:25])=[CH:20][CH:19]=2)=[CH:4][CH:3]=1.[H-].[Al+3].[Li+].[H-].[H-].[H-].C(OCC)(=O)C.S(=O)(=O)(O)O>C(OCC)C>[F:1][C:2]1[CH:3]=[CH:4][C:5]([C:8]2[S:12][C:11]([CH2:13][CH2:14][OH:15])=[CH:10][C:9]=2[C:18]2[CH:23]=[CH:22][C:21]([S:24]([CH3:27])(=[O:25])=[O:26])=[CH:20][CH:19]=2)=[CH:6][CH:7]=1 |f:1.2.3.4.5.6|. Reported procedure: A mixture of methyl 5-(4-fluorophenyl)-4-[4-(methylsulfonyl)phenyl]thiophene-2-acetate (1.8 g) and lithium aluminum hydride (0.63 g) in diethyl ether (30 ml) was stirred at 0° C. for 1 hour. Ethyl acetate and 10% sulfuric acid (50 ml) were added, and the resulting mixture was filtered. The organic layer was separated, washed with water, dried and concentrated under reduced pressure. The residual pale yellow oil (1.6 g) was purified by column chromatography on silica gel eluting with a mixture of... The reactants are C(C#CC)N1C(=NC=2N=C(N(C(C12)=O)CC1=C(C=CC=C1)C#N)Cl)N1CCN(CC1)C(=O)OC(C)(C)C (t-butyl 4-[7-(2-butynyl)-2-chloro-1-(2-cyanobenzyl)-6-oxo-6,7-dihydro-1H-purin-8-yl]piperazine-1-carboxylate), [C-]#N.[Na+] (sodium cyanide). Solvent: CN(C=O)C (N,N-dimethylformamide). Run at time 4 hour. The product is C(C#CC)N1C(=NC=2N=C(N(C(C12)=O)CC1=C(C=CC=C1)C#N)C#N)N1CCN(CC1)C(=O)OC(C)(C)C (t-Butyl 4-[7-(2-butynyl)-2-cyano-1-(2-cyanobenzyl)-6-oxo-6,7-dihydro-1H-purin-8-yl]piperazine-1-carboxylate). Isolated yield 77.7%. RXN SMILES: [CH2:1]([N:5]1[C:13]2[C:12](=[O:14])[N:11]([CH2:15][C:16]3[CH:21]=[CH:20][CH:19]=[CH:18][C:17]=3[C:22]#[N:23])[C:10](Cl)=[N:9][C:8]=2[N:7]=[C:6]1[N:25]1[CH2:30][CH2:29][N:28]([C:31]([O:33][C:34]([CH3:37])([CH3:36])[CH3:35])=[O:32])[CH2:27][CH2:26]1)[C:2]#[C:3][CH3:4].[C-:38]#[N:39].[Na+]>CN(C)C=O>[CH2:1]([N:5]1[C:13]2[C:12](=[O:14])[N:11]([CH2:15][C:16]3[CH:21]=[CH:20][CH:19]=[CH:18][C:17]=3[C:22]#[N:23])[C:10]([C:38]#[N:39])=[N:9][C:8]=2[N:7]=[C:6]1[N:25]1[CH2:30][CH2:29][N:28]([C:31]([O:33][C:34]([CH3:37])([CH3:36])[CH3:35])=[O:32])[CH2:27][CH2:26]1)[C:2]#[C:3][CH3:4] |f:1.2|. Procedure: A mixture consisting of 8 mg of t-butyl 4-[7-(2-butynyl)-2-chloro-1-(2-cyanobenzyl)-6-oxo-6,7-dihydro-1H-purin-8-yl]piperazine-1-carboxylate obtained in Example 96(a), 10 mg of sodium cyanide and 0.3 ml of N,N-dimethylformamide was stirred at room temperature for 4 hours. The reaction mixture was extracted with ethyl acetate-water, and the organic layer was washed with water and then with saturated brine. The organic layer was concentrated. The residue was purified by thin layer chromatography (...